From a dataset of the Open Reaction Database (ORD), a public repository of structured organic reaction records. describe an organic reaction: reactants, conditions, products, and yield Reactants: ClC=1C=CN2C(C(=CC=C2C1)C(=O)OCC)=O (Ethyl 8-Chloro-4-oxo-4H-quinolizine-3-carboxylate), [N-]=[N+]=[N-].[Na+] (NaN3), CN(C)C=O (DMF). Run in O (water). Conditions: temperature 40 celsius, time 1 hour. Yields the product N(=[N+]=[N-])C=1C=CN2C(C(=CC=C2C1)C(=O)OCC)=O (Ethyl 8-Azido-4-oxo-4H-quinolizine-3-carboxylate). Isolated yield 84.4%. RXN SMILES: Cl[C:2]1[CH:3]=[CH:4][N:5]2[C:10]([CH:11]=1)=[CH:9][CH:8]=[C:7]([C:12]([O:14][CH2:15][CH3:16])=[O:13])[C:6]2=[O:17].[N-:18]=[N+:19]=[N-:20].[Na+].CN(C=O)C>O>[N:18]([C:2]1[CH:3]=[CH:4][N:5]2[C:10]([CH:11]=1)=[CH:9][CH:8]=[C:7]([C:12]([O:14][CH2:15][CH3:16])=[O:13])[C:6]2=[O:17])=[N+:19]=[N-:20] |f:1.2|. Procedure: An oven-dried 25 ml round-bottom flask was purged with argon and charged with ethyl 8-chloro-4-oxo-4H-quinolizine-3-carboxylate (2) (250 mg, 1 mmol), NaN3 (300 mg, 4.6 mmol), and 5 ml DMF. The reaction mixture was stirred at 40° C. for 1 h, cooled to room temperature, and poured into 100 ml water. The aqueous layer was extracted three times with 100 ml chloroform, and the combined organic layers were washed three times with 100 ml water. The organic solvent was evaporated and the crude product w... Reactants: C(C)(C)(C)OC(=O)N1C(=CC=C1)C1=NC(=CC=C1)COCOCC[Si](C)(C)C (2-[6-(2-trimethylsilanyl-ethoxymethoxy-methyl)pyridin-2-yl]pyrrole-1-carboxylic acid tert-butyl ester), [F-].C(CCC)[N+](CCCC)(CCCC)CCCC (tetrabutylammonium fluoride). Run in O1CCCC1 (tetrahydrofuran), O1CCCC1 (tetrahydrofuran), CN(P(=O)(N(C)C)N(C)C)C (hexamethylphosphoramide). Reaction conditions: temperature 45 celsius, time 8 hour. Yields the product N1C(=CC=C1)C1=CC=CC(=N1)CO ([6-(1H-pyrrol-2-yl)pyridin-2-yl]methanol). As a reaction SMILES: C(OC([N:8]1[CH:12]=[CH:11][CH:10]=[C:9]1[C:13]1[CH:18]=[CH:17][CH:16]=[C:15]([CH2:19][O:20]COCC[Si](C)(C)C)[N:14]=1)=O)(C)(C)C.[F-].C([N+](CCCC)(CCCC)CCCC)CCC>O1CCCC1.CN(C)P(N(C)C)(N(C)C)=O>[NH:8]1[CH:12]=[CH:11][CH:10]=[C:9]1[C:13]1[N:14]=[C:15]([CH2:19][OH:20])[CH:16]=[CH:17][CH:18]=1 |f:1.2|. Procedure: 3 g of 2-[6-(2-trimethylsilanyl-ethoxymethoxy-methyl)pyridin-2-yl]pyrrole-1-carboxylic acid tert-butyl ester (7.41 mmol) are added to a solution of 3 ml of 1.1 M tetrabutylammonium fluoride in tetrahydrofuran, 45 ml of tetrahydrofuran and 5 ml of hexamethylphosphoramide, containing 10 g of molecular sieve (4 angstrom). The mixture is stirred at 45° C. under argon for 8 hours. After filtration of the insoluble matter on celite, the tetrahydrofuran is evaporated off. The title product is purified ... Reactants: C(C1=CC=CC=C1)Cl (benzyl chloride), OC[C@@H]1CC=CC[C@@H]1CO (cis-4,5-bis-Hydroxymethylcyclohex-1-ene), [H-].[Na+] (sodium hydride). Solvent: CN(C=O)C (dimethylformamide), CN(C=O)C (dimethylformamide). Conditions: time 20 minute. The product is OC[C@@H]1CC=CC[C@@H]1COCC1=CC=CC=C1 (cis-4-Hydroxymethyl-5-benzyloxymethylcyclohex-1-ene). Isolated yield 62.3%. Reaction SMILES: [OH:1][CH2:2][C@H:3]1[C@@H:8]([CH2:9][OH:10])[CH2:7][CH:6]=[CH:5][CH2:4]1.[H-].[Na+].[CH2:13](Cl)[C:14]1[CH:19]=[CH:18][CH:17]=[CH:16][CH:15]=1>CN(C)C=O>[OH:1][CH2:2][C@H:3]1[C@@H:8]([CH2:9][O:10][CH2:13][C:14]2[CH:19]=[CH:18][CH:17]=[CH:16][CH:15]=2)[CH2:7][CH:6]=[CH:5][CH2:4]1 |f:1.2|. Procedure details: The diol (1) (16.2 g) in dimethylformamide (50 ml) is added dropwise to sodium hydride (3.1 g) in dimethylformamide (DMF) (50 ml). The mixture is stirred for 20 minutes and then benzyl chloride (16 g) is added and stirring is continued for a further 18 hours at 70° C. After removing the DMF in vacuo, water is added and the mixture is extracted with ether. The combined extracts are dried (MgSO4) and the solvent is evaporated to give a residue which is distilled under reduced pressure to give the ... Starting materials: OCc1cc(F)ccc1Br, ClCCl, O=[Mn]=O. Yields the product O=Cc1cc(F)ccc1Br. Reaction SMILES: [Br:1][c:2]1[c:3]([CH2:9][OH:10])[cH:4][c:5]([F:8])[cH:6][cH:7]1.[Cl:11][CH2:12][Cl:13].[O:14]=[Mn:15]=[O:16]>>[Br:1][c:2]1[c:3]([CH:9]=[O:10])[cH:4][c:5]([F:8])[cH:6][cH:7]1. Starting materials: [Ag+2], O=C([O-])[O-], Cc1ccccc1, OCc1cc2ccccc2n1-c1cccnc1. The product is O=Cc1cc2ccccc2n1-c1cccnc1. RXN SMILES: [Ag+2:29].[C:25](=[O:26])([O-:27])[O-:28].[CH3:18][c:19]1[cH:20][cH:21][cH:22][cH:23][cH:24]1.[OH:1][CH2:2][c:3]1[n:4](-[c:12]2[cH:13][n:14][cH:15][cH:16][cH:17]2)[c:5]2[cH:6][cH:7][cH:8][cH:9][c:10]2[cH:11]1>>[O:1]=[CH:2][c:3]1[n:4](-[c:12]2[cH:13][n:14][cH:15][cH:16][cH:17]2)[c:5]2[cH:6][cH:7][cH:8][cH:9][c:10]2[cH:11]1. Reactants: BrCN1S(=O)(=O)C2=CC=CC=C2C1=O (2-(bromomethyl) saccharin), sodium bicarbonate ice, [Na] (sodium), SC1=NN=NN1C (5-mercapto-1-methyl-1H-tetrazole), C(C)C(=O)C (methyl ethyl ketone). The product is CC(N1S(=O)(=O)C2=CC=CC=C2C1=O)SC1=NN=NN1 (2-(1-methyl-1H-tetrazol-5-ylthiomethyl)saccharin). The yield is 80.0%. As a reaction SMILES: Br[CH2:2][N:3]1[C:13](=[O:14])[C:12]2[C:7](=[CH:8][CH:9]=[CH:10][CH:11]=2)[S:4]1(=[O:6])=[O:5].[Na].[SH:16][C:17]1[N:21](C)[N:20]=[N:19][N:18]=1.[CH2:23](C(C)=O)C>>[CH3:23][CH:2]([S:16][C:17]1[NH:21][N:20]=[N:19][N:18]=1)[N:3]1[C:13](=[O:14])[C:12]2[C:7](=[CH:8][CH:9]=[CH:10][CH:11]=2)[S:4]1(=[O:6])=[O:5] |^1:14|. Procedure details: A mixture of 2-(bromomethyl) saccharin (3 g, 10.8 mmol) and the sodium salt of 5-mercapto-1-methyl-1H-tetrazole (1.49 g, 10.8 mmol) was heated under reflux in methyl ethyl ketone (75 ml) for 2 hours. The reaction mixture was cooled, poured into dilute sodium bicarbonate/ice solution and extracted with MDC (2x's). The combined organic extracts were dried (Na2SO4) and freed of solvent under vacuum. The crude product was chromatographed (silica gel-95:5 CH2Cl2 :ether), and the resultant oil was cry... The reactants are [Cl-].[Al+3].[Cl-].[Cl-] (aluminium chloride), BrC=1C(=C(C(=O)OC)C(=CC1)CS(=O)(=O)C1=C(C=C(C=C1)F)\C=C/CN(CC)CC)OC (methyl 3-bromo-6-[2-((Z)-3-diethylaminoprop-1-enyl)-4-fluorobenzenesulfonylmethyl]-2-methoxybenzoate), BrC=1C(=C(C(=O)OC)C(=CC1)CS(=O)(=O)C1=C(C=C(C=C1)F)\C=C/CN(CC)CC)OC (methyl 3-bromo-6-[2-((Z)-3-diethylaminoprop-1-enyl)-4-fluorobenzenesulfonylmethyl]-2-methoxybenzoate), CN(C1=CC=CC=C1)C (N,N-dimethylaniline), resultant mixture. The solvent is C(Cl)Cl (DCM). Yields the product BrC=1C(=C(C(=O)OC)C(=CC1)CS(=O)(=O)C1=C(C=C(C=C1)F)\C=C/CN(CC)CC)O (methyl 3-bromo-6-[2-((Z)-3-diethylaminoprop-1-enyl)-4-fluorobenzenesulfonylmethyl]-2-hydroxybenzoate). Yield: 66.4%. As a reaction SMILES: [Br:1][C:2]1[C:3]([O:31]C)=[C:4]([C:9]([CH2:12][S:13]([C:16]2[CH:21]=[CH:20][C:19]([F:22])=[CH:18][C:17]=2/[CH:23]=[CH:24]\[CH2:25][N:26]([CH2:29][CH3:30])[CH2:27][CH3:28])(=[O:15])=[O:14])=[CH:10][CH:11]=1)[C:5]([O:7][CH3:8])=[O:6].CN(C)C1C=CC=CC=1.[Cl-].[Al+3].[Cl-].[Cl-]>C(Cl)Cl>[Br:1][C:2]1[C:3]([OH:31])=[C:4]([C:9]([CH2:12][S:13]([C:16]2[CH:21]=[CH:20][C:19]([F:22])=[CH:18][C:17]=2/[CH:23]=[CH:24]\[CH2:25][N:26]([CH2:27][CH3:28])[CH2:29][CH3:30])(=[O:14])=[O:15])=[CH:10][CH:11]=1)[C:5]([O:7][CH3:8])=[O:6] |f:2.3.4.5|. Procedure: A solution of methyl 3-bromo-6-[2-((Z)-3-diethylaminoprop-1-enyl)-4-fluorobenzenesulfonylmethyl]-2-methoxybenzoate (Intermediate 69, 3.9 g) and N,N-dimethylaniline (9.00 g) in DCM (150 mL) was cooled to 0° C. and aluminium chloride (3.00 g) was added in three portions. The resultant mixture was stirred at room temperature for 2 hours. The mixture was cooled in an ice bath and quenched with brine. The layers were separated and the organic phase was dried (MgSO4), filtered and the filtrate was con... The reactants are [OH-].[Na+] (sodium hydroxide), C(#N)C=1C=C(C=CC1OC(C)C)C1=NC(=NO1)C1=C2C=CN(C2=CC=C1)CCC(=O)OCC (Ethyl 3-[4-(5-{3-cyano-4-[(1-methylethyl)oxy]phenyl}-1,2,4-oxadiazol-3-yl)-1H-indol-1-yl]propanoate), O (water). Run in C(C)O (ethanol). Conditions: temperature 50 celsius, time 30 minute. The product is C(#N)C=1C=C(C=CC1OC(C)C)C1=NC(=NO1)C1=C2C=CN(C2=CC=C1)CCC(=O)[O-].[Na+] (Sodium 3-[4-(5-{3-cyano-4-[(1-methylethyl)oxy]phenyl}-1,2,4-oxadiazol-3-yl)-1H-indol-1-yl]propanoate). As a reaction SMILES: [C:1]([C:3]1[CH:4]=[C:5]([C:13]2[O:17][N:16]=[C:15]([C:18]3[CH:26]=[CH:25][CH:24]=[C:23]4[C:19]=3[CH:20]=[CH:21][N:22]4[CH2:27][CH2:28][C:29]([O:31]CC)=[O:30])[N:14]=2)[CH:6]=[CH:7][C:8]=1[O:9][CH:10]([CH3:12])[CH3:11])#[N:2].[OH-].[Na+:35].O>C(O)C>[C:1]([C:3]1[CH:4]=[C:5]([C:13]2[O:17][N:16]=[C:15]([C:18]3[CH:26]=[CH:25][CH:24]=[C:23]4[C:19]=3[CH:20]=[CH:21][N:22]4[CH2:27][CH2:28][C:29]([O-:31])=[O:30])[N:14]=2)[CH:6]=[CH:7][C:8]=1[O:9][CH:10]([CH3:12])[CH3:11])#[N:2].[Na+:35] |f:1.2,5.6|. Reported procedure: Ethyl 3-[4-(5-{3-cyano-4-[(1-methylethyl)oxy]phenyl}-1,2,4-oxadiazol-3-yl)-1H-indol-1-yl]propanoate (D63) (81 mg, 0.18 mmol) was dissolved in ethanol by warming to 50° C. Added 2N sodium hydroxide (0.25 ml, 0.5 mmol) followed by water (2 ml), warmed to 50° C. to give a clear solution then left standing at RT for 30 minutes. LC/MS showed a single product. The ethanol was evaporated off to obtain a precipitate which was filtered off and dried. Mass of title compound as a pale brown solid obtained ... Reactants: ClCCCC1(SC2=C(CCC1=O)C=CC(=C2)OC)C(=O)OC (methyl 2-(3-chloropropyl)-8-methoxy-3 -oxo-2,3,4,5-tetrahydro-1-benzothiepin-2-carboxylate), [BH4-].[Na+] (sodium borohydride), ice water. Solvent: CO (methanol), O1CCCC1 (tetrahydrofuran). Yields the product ClCCCC1(SC2=C(CCC1O)C=CC(=C2)OC)C(=O)OC (methyl 2-(3-chloropropyl)-3-hydroxy-8-methoxy-2,3,4,5-tetrahydro-1-benzothiepin-2-carboxylate). As a reaction SMILES: [Cl:1][CH2:2][CH2:3][CH2:4][C:5]1([C:19]([O:21][CH3:22])=[O:20])[C:11](=[O:12])[CH2:10][CH2:9][C:8]2[CH:13]=[CH:14][C:15]([O:17][CH3:18])=[CH:16][C:7]=2[S:6]1.[BH4-].[Na+]>CO.O1CCCC1>[Cl:1][CH2:2][CH2:3][CH2:4][C:5]1([C:19]([O:21][CH3:22])=[O:20])[CH:11]([OH:12])[CH2:10][CH2:9][C:8]2[CH:13]=[CH:14][C:15]([O:17][CH3:18])=[CH:16][C:7]=2[S:6]1 |f:1.2|. Procedure details: To a mixture of 11 g of methyl 3-(2-hydroxy-4-methoxyphenyl)propionate, 9.5 g of trimethylenediamine and 45 ml of N,N-dimethylformamide, a solution of 7.5 g of N,N-dimethylthiocarbamoyl chloride in 15 ml of N,N-dimethylformamide is added dropwise with stirring. After stirring for 13 hours at room temperature, the reaction mixture is poured into ice water and extracted with ethyl acetate. The organic layer is washed with water, dried over anhydrous sodium sulfate, and evaporated under reduced pre...